Dataset: the Open Reaction Database (ORD), a public repository of structured organic reaction records. Task: describe an organic reaction: reactants, conditions, products, and yield Reactants: BrC(=C)C(F)(F)F (2-bromo-3,3,3-trifluoropropene), C([O-])([O-])=O.[K+].[K+] (potassium carbonate), 1,3-bis(2,6-diisopropylphenyl)imidazole-2-ilidene (1,4-naphthoquinone) palladium (0), ClC=1C(=C(C=C(C1)I)C(F)(F)F)F (3-chloro-2-fluoro-5-iodobenzotrifluoride), COB(OC)OC (trimethoxyborane). Run in O (water), CCCCCC (hexane), C(CCC)[Li] (n-butyl lithium), C(C)(C)(C)OC (tert-butylmethyl ether), O1CCCC1 (tetrahydrofuran). The product is ClC=1C=C(C=C(C1F)C(F)(F)F)C(=C)C(F)(F)F (3-chloro-4-fluoro-5-trifluoromethyl-1-(1-trifluoromethylethenyl)benzene). Isolated yield 73.1%. As a reaction SMILES: [Cl:1][C:2]1[C:3]([F:13])=[C:4]([C:9]([F:12])([F:11])[F:10])[CH:5]=[C:6](I)[CH:7]=1.COB(OC)OC.Br[C:22]([C:24]([F:27])([F:26])[F:25])=[CH2:23].C(=O)([O-])[O-].[K+].[K+]>CCCCCC.C([Li])CCC.O1CCCC1.O.C(OC)(C)(C)C>[Cl:1][C:2]1[CH:7]=[C:6]([C:22]([C:24]([F:27])([F:26])[F:25])=[CH2:23])[CH:5]=[C:4]([C:9]([F:12])([F:11])[F:10])[C:3]=1[F:13] |f:3.4.5|. Procedure: In a solution of 2.58 g of 3-chloro-2-fluoro-5-iodobenzotrifluoride and 0.68 g of tert-butylmethyl ether in 20 mL of hexane, 6.0 mL of n-butyl lithium (1.54M hexane solution) was added dropwise at −20° C. with stirring, and stirred at the same temperature for 30 minutes. Then, a solution of 0.88 g of trimethoxyborane in 10 mL of tetrahydrofuran was added dropwise. After the completion of the addition dropwise, it was stirred at the same temperature further for 30 minutes and then the temperature... The reactants are CO, O=C1OC(=O)C2CCCCC12. Product: COC(=O)C1CCCCC1C(=O)O. As a reaction SMILES: [CH3:12][OH:13].[CH:1]12[CH:2]([CH2:3][CH2:4][CH2:5][CH2:6]1)[C:7](=[O:8])[O:9][C:10]2=[O:11]>>[CH:1]1([C:10]([OH:9])=[O:11])[CH:2]([C:7](=[O:8])[O:13][CH3:12])[CH2:3][CH2:4][CH2:5][CH2:6]1. Starting materials: C[Li] (methyl lithium), COC1=C2CC[C@@](CC2=C(C=C1)OC)(C(=O)O)O ((R)(-)-5,8-Dimethoxy-2-hydroxy-1,2,3,4-tetrahydro-2-naphthoic acid), Cl (hydrochloric acid), resultant mixture. Solvent: CCOCC (ether), CCOCC (ether), C(Cl)(Cl)Cl (chloroform). Yields the product C(C)(=O)[C@@]1(CC2=C(C=CC(=C2CC1)OC)OC)O ((R)(-)-2-Acetyl-5,8-dimethoxy-1,2,3,4-tetrahydro-2-naphthol). As a reaction SMILES: [CH3:1][O:2][C:3]1[CH:12]=[CH:11][C:10]([O:13][CH3:14])=[C:9]2[C:4]=1[CH2:5][CH2:6][C@:7]([OH:18])([C:15]([OH:17])=O)[CH2:8]2.[CH3:19][Li].Cl>CCOCC.C(Cl)(Cl)Cl>[C:15]([C@@:7]1([OH:18])[CH2:6][CH2:5][C:4]2[C:9](=[C:10]([O:13][CH3:14])[CH:11]=[CH:12][C:3]=2[O:2][CH3:1])[CH2:8]1)(=[O:17])[CH3:19]. Procedure details: To an ether solution (15 ml) of 12b having an optical purity of 100% (M.P. 117°-120° C.; [α]D20 -37.9° (c=1.01, chloroform)) (670 mg, 2.66 mmole), an ether solution of methyl lithium (0.84 mmole/ml, 33 ml, 28.3 mmole) is gradually added in 1 hour and 20 minutes in an argon stream. The resultant mixture is stirred at room temperature for 30 minutes. After completion of the reaction, the reaction mixture is slowly poured into dilute hydrochloric acid (conc. hydrochloric acid: water=4:30) (270 ml) ... The reactants are C(C#C)NC(OC(C)(C)C)=O (tert-butyl prop-2-ynylcarbamate), [H-].[Na+] (sodium hydride), BrCCCOC1OCCCC1 (2-(3-bromopropoxy)tetrahydro-2H-pyran), [H][H] (hydrogen). The solvent is CN(C=O)C (N,N-dimethylformamide), O (water). Run at time 48 hour. Yields the product C(C#C)N(C(OC(C)(C)C)=O)CCCOC1OCCCC1 (tert-Butyl prop-2-ynyl[3-(tetrahydro-2H-pyran-2-yloxy)propyl]carbamate). The yield is 88.8%. As a reaction SMILES: [CH2:1]([NH:4][C:5](=[O:11])[O:6][C:7]([CH3:10])([CH3:9])[CH3:8])[C:2]#[CH:3].[H-].[Na+].[H][H].Br[CH2:17][CH2:18][CH2:19][O:20][CH:21]1[CH2:26][CH2:25][CH2:24][CH2:23][O:22]1>CN(C)C=O.O>[CH2:1]([N:4]([CH2:17][CH2:18][CH2:19][O:20][CH:21]1[CH2:26][CH2:25][CH2:24][CH2:23][O:22]1)[C:5](=[O:11])[O:6][C:7]([CH3:8])([CH3:10])[CH3:9])[C:2]#[CH:3] |f:1.2|. Procedure details: A solution of tert-butyl prop-2-ynylcarbamate (1.2 g) in anhydrous N,N-dimethylformamide (5 ml) was treated with 60% sodium hydride (0.245 g) in one portion. After evolution of hydrogen had ceased 2-(3-bromopropoxy)tetrahydro-2H-pyran (1.36 g) was added. The reaction mixture was stirred under nitrogen for 48 hours then diluted with water (50 ml) and extracted into ethyl acetate (3×25 ml). The combined extracts were dried over anhydrous sodium sulphate, filtered and concentrated to afford the sub... Reactants: NNC(=S)NC1CC2C=CC1C2, O=Cc1ccc(C(F)(F)F)cc1. Yields the product FC(F)(F)c1ccc(C=NNC(=S)NC2CC3C=CC2C3)cc1. As a reaction SMILES: [CH:1]12[CH:2]([NH:8][C:9](=[S:10])[NH:11][NH2:12])[CH2:3][CH:4]([CH:5]=[CH:6]1)[CH2:7]2.[F:13][C:14]([c:15]1[cH:16][cH:17][c:18]([CH:21]=[O:22])[cH:19][cH:20]1)([F:23])[F:24]>>[CH:1]12[CH:2]([NH:8][C:9](=[S:10])[NH:11][N:12]=[CH:21][c:18]3[cH:17][cH:16][c:15]([C:14]([F:13])([F:23])[F:24])[cH:20][cH:19]3)[CH2:3][CH:4]([CH:5]=[CH:6]1)[CH2:7]2. The reactants are O1C(=CC=C1)C1=NC(=NC=C1)N (4-(2-furyl)-2-pyrimidinylamine), BrN1C(CCC1=O)=O (N-bromosuccinimide). Run in C([O-])(O)=O.[Na+] (sodium bicarbonate), CN(C=O)C (N,N-dimethylformamide). Reaction conditions: time 6 hour. Product: BrC=1C(=NC(=NC1)N)C=1OC=CC1 (5-bromo-4-(2-furyl)-2-pyrimidinylamine). Isolated yield 83.6%. RXN SMILES: [O:1]1[CH:5]=[CH:4][CH:3]=[C:2]1[C:6]1[CH:11]=[CH:10][N:9]=[C:8]([NH2:12])[N:7]=1.[Br:13]N1C(=O)CCC1=O>CN(C)C=O.C(=O)(O)[O-].[Na+]>[Br:13][C:11]1[C:6]([C:2]2[O:1][CH:5]=[CH:4][CH:3]=2)=[N:7][C:8]([NH2:12])=[N:9][CH:10]=1 |f:3.4|. Procedure: To a solution of 4-(2-furyl)-2-pyrimidinylamine (4.10 g, 25.4 mmol) in N,N-dimethylformamide (40 ml) was added N-bromosuccinimide (4.53 g, 25.5 mmol) at 2° C., followed by stirring as it was. After 6 hours, the reaction mixture was diluted with an aqueous saturated sodium bicarbonate solution (240 ml). The mixture was ice-cooled, and then the crystals were collected by filtration and washed with water, to give the title compound (5.10 g, 84%) as a pale brown solid. Reactants: NC1=NC(=CC(=N1)OC)C (2-amino-4-methoxy-6-methylpyrimidine), potassium tertbutylate, C(C)OC(OCC)=NS(=O)(=O)C1=C(C=CC=C1)OC(F)F (N-(2-difluoromethoxy-benzenesulfonyl)-imido carbonic acid diethyl ester). Solvent: CCOCC (ether), O1CCCC1 (tetrahydrofuran). Product: FC(OC1=C(C=CC=C1)S(=O)(=O)NC(OCC)=NC1=NC(=CC(=N1)OC)C)F (N-(2-difluoromethoxy-benzenesulfonyl)-N'-(4-methoxy-6-methylpyrimidin-2-yl)-O-ethyl-isourea). RXN SMILES: [NH2:1][C:2]1[N:7]=[C:6]([O:8][CH3:9])[CH:5]=[C:4]([CH3:10])[N:3]=1.[CH2:11]([O:13][C:14](=[N:18][S:19]([C:22]1[CH:27]=[CH:26][CH:25]=[CH:24][C:23]=1[O:28][CH:29]([F:31])[F:30])(=[O:21])=[O:20])OCC)[CH3:12]>O1CCCC1.CCOCC>[F:31][CH:29]([F:30])[O:28][C:23]1[CH:24]=[CH:25][CH:26]=[CH:27][C:22]=1[S:19]([NH:18][C:14](=[N:1][C:2]1[N:7]=[C:6]([O:8][CH3:9])[CH:5]=[C:4]([CH3:10])[N:3]=1)[O:13][CH2:11][CH3:12])(=[O:21])=[O:20]. Procedure details: To a solution of 11.2 g (0.1 mol) of potassium tertbutylate in 125 ml of tetrahydrofuran are added at room temperature, with stirring, 13.9 g (0.1 mol) of 2-amino-4-methoxy-6-methylpyrimidine. Stirring is maintained for 2 hours at room temperature, and 32.3 g (0.1 mol) of N-(2-difluoromethoxy-benzenesulfonyl)-imido carbonic acid diethyl ester (obtained according to Example 1) are then added, the reaction mixture being stirred for a further 20 hours. The mixture is subsequently concentrated by ev... Starting materials: N1=CNC2=C1C=CC=C2 (benzimidazole), [OH-].[K+] (potassium hydroxide), BrCC1=CC(=CC=C1)CBr (α,α′-dibromo-m-xylene). Run in CC(=O)C (acetone). Product: N1(C=NC2=C1C=CC=C2)CC=2C=C(CN1C=NC3=C1C=CC=C3)C=CC2 (1-[3-(1H-benzimidazole-1yl-methyl)benzyl]-1H-benzimidazole). Yield: 18.8%. RXN SMILES: [N:1]1[C:5]2[CH:6]=[CH:7][CH:8]=[CH:9][C:4]=2[NH:3][CH:2]=1.[OH-].[K+].Br[CH2:13][C:14]1[CH:19]=[CH:18][CH:17]=[C:16]([CH2:20]Br)[CH:15]=1>CC(C)=O>[N:1]1([CH2:13][C:14]2[CH:15]=[C:16]([CH:17]=[CH:18][CH:19]=2)[CH2:20][N:1]2[C:5]3[CH:6]=[CH:7][CH:8]=[CH:9][C:4]=3[N:3]=[CH:2]2)[C:5]2[CH:6]=[CH:7][CH:8]=[CH:9][C:4]=2[N:3]=[CH:2]1 |f:1.2|. Procedure: To a 1 L round bottom flask equipped with a stirbar was added 26.8 g benzimidazole (227 mmol) and 12.7 g (227 mmol) finely pulverized potassium hydroxide. These were stirred in 500 mL acetone for 20 minutes at reflux. 20.0 g (78.5 mmol) α,α′-dibromo-m-xylene was then added, and the solution was stirred at reflux for 6 hours followed by room temperature stirring for 72 hours. The cloudy solution was filtered, and the white solids rinsed with acetone. The resulting filtrate was dried on silica and...